This data is from the Open Reaction Database (ORD), a public repository of structured organic reaction records. The task is: describe an organic reaction: reactants, conditions, products, and yield The reactants are Cc1ccccc1, C[SH-]C(=S)NC(=S)c1c(Cl)cccc1Cl, Nc1ccc(Cl)c(Cl)c1. Yields the product S=C(NC(=S)c1c(Cl)cccc1Cl)Nc1ccc(Cl)c(Cl)c1. Reaction SMILES: [CH3:25][c:26]1[cH:27][cH:28][cH:29][cH:30][cH:31]1.[Cl:1][c:2]1[c:3]([C:4](=[S:5])[NH:6][C:7]([SH-:8][CH3:9])=[S:10])[c:11]([Cl:15])[cH:12][cH:13][cH:14]1.[NH2:16][c:17]1[cH:18][cH:19][c:20]([Cl:21])[c:22]([Cl:23])[cH:24]1>>[Cl:1][c:2]1[c:3]([C:4](=[S:5])[NH:6][C:7](=[S:10])[NH:16][c:17]2[cH:18][cH:19][c:20]([Cl:21])[c:22]([Cl:23])[cH:24]2)[c:11]([Cl:15])[cH:12][cH:13][cH:14]1. Starting materials: [N+](=O)([O-])C1=CC=C(C=C1)[C@@H]1N([C@H](CC1)C1=CC=C(C=C1)[N+](=O)[O-])C1=CC=C(C=C1)N1CCOCC1 (4-(4-((2R,5R)-2,5-bis(4-nitrophenyl)pyrrolidin-1-yl)phenyl)morpholine), [H][H] (hydrogen). Reagents/catalysts: [Ni] (Ra-Ni). Run in O1CCCC1 (tetrahydrofuran). Yields the product O1CCN(CC1)C1=CC=C(C=C1)N1[C@H](CC[C@@H]1C1=CC=C(N)C=C1)C1=CC=C(N)C=C1 (4,4′-((2R,5R)-1-(4-morpholinophenyl)pyrrolidine-2,5-diyl)dianiline). Yield: 44.0%. Reaction SMILES: [N+:1]([C:4]1[CH:9]=[CH:8][C:7]([C@H:10]2[CH2:14][CH2:13][C@H:12]([C:15]3[CH:20]=[CH:19][C:18]([N+:21]([O-])=O)=[CH:17][CH:16]=3)[N:11]2[C:24]2[CH:29]=[CH:28][C:27]([N:30]3[CH2:35][CH2:34][O:33][CH2:32][CH2:31]3)=[CH:26][CH:25]=2)=[CH:6][CH:5]=1)([O-])=O.[H][H]>O1CCCC1.[Ni]>[O:33]1[CH2:34][CH2:35][N:30]([C:27]2[CH:28]=[CH:29][C:24]([N:11]3[C@@H:12]([C:15]4[CH:20]=[CH:19][C:18]([NH2:21])=[CH:17][CH:16]=4)[CH2:13][CH2:14][C@@H:10]3[C:7]3[CH:6]=[CH:5][C:4]([NH2:1])=[CH:9][CH:8]=3)=[CH:25][CH:26]=2)[CH2:31][CH2:32]1. Procedure details: The product from Example 98A in tetrahydrofuran (20 mL) was added to Ra-Ni (water wet, A-7000, 0.8 g, 12.63 mmol) in a 50 mL pressure bottle and stirred for 2 hours at ambient temperature under 30 psi of hydrogen. The mixture was filtered through a nylon membrane and concentrated to afford the title compound (0.31 g, 44%). MS (DCI) m/z 415 (M+H)+. Reactants: CO, [H][H], Cc1cc(CC(OC(=O)N2CCC(N3CCc4ccccc4NC3=O)CC2)C(=O)N2CCC(N3CCN(Cc4ccccc4)CC3)CC2)cc2oc(=O)n(C)c12. Product: Cc1cc(CC(OC(=O)N2CCC(N3CCc4ccccc4NC3=O)CC2)C(=O)N2CCC(N3CCNCC3)CC2)cc2oc(=O)n(C)c12. Reaction SMILES: [CH3:59][OH:60].[H:57][H:58].[O:1]=[C:2]1[NH:3][c:4]2[c:5]([cH:53][cH:54][cH:55][cH:56]2)[CH2:6][CH2:7][N:8]1[CH:9]1[CH2:10][CH2:11][N:12]([C:15](=[O:16])[O:17][CH:18]([C:19](=[O:20])[N:21]2[CH2:22][CH2:23][CH:24]([N:27]3[CH2:28][CH2:29][N:30]([CH2:33][c:34]4[cH:35][cH:36][cH:37][cH:38][cH:39]4)[CH2:31][CH2:32]3)[CH2:25][CH2:26]2)[CH2:40][c:41]2[cH:42][c:43]3[c:44]([n:45]([CH3:49])[c:46](=[O:48])[o:47]3)[c:50]([CH3:52])[cH:51]2)[CH2:13][CH2:14]1>>[O:1]=[C:2]1[NH:3][c:4]2[c:5]([cH:53][cH:54][cH:55][cH:56]2)[CH2:6][CH2:7][N:8]1[CH:9]1[CH2:10][CH2:11][N:12]([C:15](=[O:16])[O:17][CH:18]([C:19](=[O:20])[N:21]2[CH2:22][CH2:23][CH:24]([N:27]3[CH2:28][CH2:29][NH:30][CH2:31][CH2:32]3)[CH2:25][CH2:26]2)[CH2:40][c:41]2[cH:42][c:43]3[c:44]([n:45]([CH3:49])[c:46](=[O:48])[o:47]3)[c:50]([CH3:52])[cH:51]2)[CH2:13][CH2:14]1. The reactants are [Al+3], CCS, ClCCl, [Cl-], [Cl-], [Cl-], COc1ccc(Oc2ccccc2)c(NS(=O)(=O)C(F)(F)F)c1, O. The product is O=S(=O)(Nc1cc(O)ccc1Oc1ccccc1)C(F)(F)F. Reaction SMILES: [Al+3:28].[CH2:24]([SH:25])[CH3:26].[CH2:32]([Cl:33])[Cl:34].[Cl-:27].[Cl-:29].[Cl-:30].[O:1]([c:2]1[cH:3][cH:4][cH:5][cH:6][cH:7]1)[c:8]1[c:9]([NH:16][S:17](=[O:18])(=[O:19])[C:20]([F:21])([F:22])[F:23])[cH:10][c:11]([O:14][CH3:15])[cH:12][cH:13]1.[OH2:31]>>[O:1]([c:2]1[cH:3][cH:4][cH:5][cH:6][cH:7]1)[c:8]1[c:9]([NH:16][S:17](=[O:18])(=[O:19])[C:20]([F:21])([F:22])[F:23])[cH:10][c:11]([OH:14])[cH:12][cH:13]1. The reactants are ClC=1C=C(C=C(C1)F)C1(N=C(OC1)N)C ((RS)-4-(3-Chloro-5-fluoro-phenyl)-4-methyl-4,5-dihydro-oxazol-2-ylamine). The solvent is CCO.CCCCCCC (EtOH heptane). The product is ClC=1C=C(C=C(C1)F)[C@@]1(N=C(OC1)N)C ((S)-4-(3-chloro-5-fluoro-phenyl)-4-methyl-4,5-dihydro-oxazol-2-ylamine). RXN SMILES: [Cl:1][C:2]1[CH:3]=[C:4]([C:9]2([CH3:15])[CH2:13][O:12][C:11]([NH2:14])=[N:10]2)[CH:5]=[C:6]([F:8])[CH:7]=1>CCO.CCCCCCC>[Cl:1][C:2]1[CH:3]=[C:4]([C@@:9]2([CH3:15])[CH2:13][O:12][C:11]([NH2:14])=[N:10]2)[CH:5]=[C:6]([F:8])[CH:7]=1 |f:1.2|. Reported procedure: (RS)-4-(3-Chloro-5-fluoro-phenyl)-4-methyl-4,5-dihydro-oxazol-2-ylamine was sepa-rated by chiral HPLC (Chiralpak AD, EtOH/heptane 15:850) to give (S)-4-(3-chloro-5-fluoro-phenyl)-4-methyl-4,5-dihydro-oxazol-2-ylamine. (+)-Enantiomer. White solid. Starting materials: C(#N)C1=NN(C=C1C1=COC=C1)C1=C(C=C(C=C1Cl)C(F)(F)F)Cl (3-cyano-1-(2,6-dichloro-4-trifluoromethylphenyl)-4-(furan-3-yl)pyrazole), BrN1C(CCC1=O)=O (N-bromosuccinimide), CCOCC (ether), O (water). The solvent is O1CCCC1 (tetrahydrofuran). Reaction conditions: time 24 hour. Yields the product BrC=1OC=CC1C=1C(=NN(C1)C1=C(C=C(C=C1Cl)C(F)(F)F)Cl)C#N (4-(2-Bromofuran-3-yl)-3-cyano-1-(2,6-dichloro-4-trifluoromethyl-phenyl)pyrazole). RXN SMILES: [C:1]([C:3]1[C:7]([C:8]2[CH:12]=[CH:11][O:10][CH:9]=2)=[CH:6][N:5]([C:13]2[C:18]([Cl:19])=[CH:17][C:16]([C:20]([F:23])([F:22])[F:21])=[CH:15][C:14]=2[Cl:24])[N:4]=1)#[N:2].[Br:25]N1C(=O)CCC1=O.CCOCC.O>O1CCCC1>[Br:25][C:9]1[O:10][CH:11]=[CH:12][C:8]=1[C:7]1[C:3]([C:1]#[N:2])=[N:4][N:5]([C:13]2[C:14]([Cl:24])=[CH:15][C:16]([C:20]([F:23])([F:21])[F:22])=[CH:17][C:18]=2[Cl:19])[CH:6]=1. Reported procedure: To a stirred solution of 3-cyano-1-(2,6-dichloro-4-trifluoromethylphenyl)-4-(furan-3-yl)pyrazole (0.19 g) in tetrahydrofuran (5 ml) was added portionwise N-bromosuccinimide (0.093 g). The mixture was left at room temperature for 24 hours and then poured into ether (15 ml) and water (15 ml). The layers were separated and the organic layer was dried (Na2SO4) and evaporated. The residue was purified by column chromatography on silica gel (10 g) eluted with hexane:dichloromethane (1:1). Combination ... The reactants are Cl.Cl.Cl.ClC1=C(N=C2N1N=C(C=C2)OCCCN2CCN(CC2)C(C2=CC=CC=C2)C2=CC=CC=C2)C(C(=O)OCC)(C)C (ethyl 2-[3-chloro-6-[3-[4-(diphenylmethyl)piperazino]propoxy]imidazo[1,2-b]pyridazin-2-yl]-2-methylpropionate trihydrochloride), aqueous solution, [OH-].[Na+] (sodium hydroxide), aqueous solution, [OH-].[Na+] (sodium hydroxide). The solvent is CC(C)O (2-propanol). Conditions: temperature 80 celsius, time 1.5 hour. Product: ClC1=C(N=C2N1N=C(C=C2)OCCCN2CCN(CC2)C(C2=CC=CC=C2)C2=CC=CC=C2)C(C(=O)O)(C)C (2-[3-chloro-6-[3-[4-(diphenylmethyl)piperazino]propoxy]imidazo[1,2-b]pyridazin-2-yl]-2-methylpropionic acid). The yield is 34.1%. As a reaction SMILES: Cl.Cl.Cl.[Cl:4][C:5]1[N:9]2[N:10]=[C:11]([O:14][CH2:15][CH2:16][CH2:17][N:18]3[CH2:23][CH2:22][N:21]([CH:24]([C:31]4[CH:36]=[CH:35][CH:34]=[CH:33][CH:32]=4)[C:25]4[CH:30]=[CH:29][CH:28]=[CH:27][CH:26]=4)[CH2:20][CH2:19]3)[CH:12]=[CH:13][C:8]2=[N:7][C:6]=1[C:37]([CH3:44])([CH3:43])[C:38]([O:40]CC)=[O:39].[OH-].[Na+]>CC(O)C>[Cl:4][C:5]1[N:9]2[N:10]=[C:11]([O:14][CH2:15][CH2:16][CH2:17][N:18]3[CH2:19][CH2:20][N:21]([CH:24]([C:25]4[CH:26]=[CH:27][CH:28]=[CH:29][CH:30]=4)[C:31]4[CH:36]=[CH:35][CH:34]=[CH:33][CH:32]=4)[CH2:22][CH2:23]3)[CH:12]=[CH:13][C:8]2=[N:7][C:6]=1[C:37]([CH3:44])([CH3:43])[C:38]([OH:40])=[O:39] |f:0.1.2.3,4.5|. Procedure: 458 mg of ethyl 2-[3-chloro-6-[3-[4-(diphenylmethyl)piperazino]propoxy]imidazo[1,2-b]pyridazin-2-yl]-2-methylpropionate trihydrochloride was dissolved in 4 ml of 2-propanol; 1.34 ml of a 2 N aqueous solution of sodium hydroxide was added, followed by stirring at 80° C. for 1.5 hours, after which 0.3 ml of a 2 N aqueous solution of sodium hydroxide was added, followed by thermal refluxing for 2 hours. After cooling, the mixture was concentrated under reduced pressure; the residue was diluted with... The reactants are CN(C=CC(=O)C1=CC=C(C=C1)N1C=NC=C1)C (3-dimethylamino-1-[(4-imidazol-1-yl)phenyl]propen-1-one), NOS(=O)(=O)O (hydroxylamine-O-sulphonic acid), NOS(=O)(=O)O (hydroxylamine-O-sulphonic acid), C(=O)(O)[O-].[Na+] (NaHCO3). Run in CO (MeOH). Conditions: time 3 hour. Yields the product N1(C=NC=C1)C1=CC=C(C=C1)C1=CC=NO1 (5-(4-imidazol-1-ylphenyl)isoxazole), desired material. As a reaction SMILES: C[N:2](C)[CH:3]=[CH:4][C:5]([C:7]1[CH:12]=[CH:11][C:10]([N:13]2[CH:17]=[CH:16][N:15]=[CH:14]2)=[CH:9][CH:8]=1)=[O:6].NOS(O)(=O)=O.C([O-])(O)=O.[Na+]>CO>[N:13]1([C:10]2[CH:11]=[CH:12][C:7]([C:5]3[O:6][N:2]=[CH:3][CH:4]=3)=[CH:8][CH:9]=2)[CH:17]=[CH:16][N:15]=[CH:14]1 |f:2.3|. Reported procedure: 5-(4-imidazol-1-ylphenyl)isoxazole was prepared by treating a solution of 3-dimethylamino-1-[(4-imidazol-1-yl)phenyl]propen-1-one (1.64 g, 6.8 mmol) in MeOH with hydroxylamine-O-sulphonic acid (831 mg, 7.35 mmol) at ambient temperature for 16 h. A further quantity of hydroxylamine-O-sulphonic acid (831 mg, 7.35 mmol) was added and stirring continued for 3 h. The reaction was then treated with saturated NaHCO3 solution, the resulting solution being collected by filtration and washed with water an...